Dataset: the Open Reaction Database (ORD), a public repository of structured organic reaction records. Task: describe an organic reaction: reactants, conditions, products, and yield Starting materials: C(C1=CC=CC=C1)N1N=CC(=C(C1=O)Cl)C1=CC=C(C=C1)Cl (2-benzyl-4-chloro-5-(4-chlorophenyl)pyridazin-3(2H)-one), C(#N)C1=CC=C(C=C1)B(O)O (4-cyanophenyl boronic acid), P(=O)([O-])([O-])[O-].[K+].[K+].[K+] (potassium phosphate). Solvent: C1CCOC1 (THF). Reaction conditions: temperature 90 celsius, time 4 hour. Product: C(C1=CC=CC=C1)N1N=CC(=C(C1=O)C1=CC=C(C#N)C=C1)C1=CC=C(C=C1)Cl (4-(2-benzyl-5-(4-chlorophenyl)-3-oxo-2,3-dihydropyridazin-4-yl)benzonitrile). Yield: 45.9%. RXN SMILES: [CH2:1]([N:8]1[C:13](=[O:14])[C:12](Cl)=[C:11]([C:16]2[CH:21]=[CH:20][C:19]([Cl:22])=[CH:18][CH:17]=2)[CH:10]=[N:9]1)[C:2]1[CH:7]=[CH:6][CH:5]=[CH:4][CH:3]=1.[C:23]([C:25]1[CH:30]=[CH:29][C:28](B(O)O)=[CH:27][CH:26]=1)#[N:24].P([O-])([O-])([O-])=O.[K+].[K+].[K+]>C1COCC1>[CH2:1]([N:8]1[C:13](=[O:14])[C:12]([C:28]2[CH:29]=[CH:30][C:25]([C:23]#[N:24])=[CH:26][CH:27]=2)=[C:11]([C:16]2[CH:21]=[CH:20][C:19]([Cl:22])=[CH:18][CH:17]=2)[CH:10]=[N:9]1)[C:2]1[CH:7]=[CH:6][CH:5]=[CH:4][CH:3]=1 |f:2.3.4.5|. Procedure details: To a sealed tube was added 2-benzyl-4-chloro-5-(4-chlorophenyl)pyridazin-3(2H)-one (3.31 gm, 110.0 mmol), 4-cyanophenyl boronic acid (2.94 gm, 20 mmol), Pd(dppf)Cl2 dichloromethane complex (0.817 gm, 1.0 mmol), potassium phosphate (6.36 gm, 30 mmol) and THF (10 ml). The reaction solution was degassed with argon for 5 min and then sealed in a reaction tube. The reaction was then heated to 90° C. and keeped at this temperature for 4 hrs. The reaction was then cooled to rt and diluted with EtOAc (5... Reactants: N1=CN(C2=NC=CC=C21)C2=CC=C(C=C2)CC(=O)O (2-(4-imidazo[4,5-b]pyridine-3-yl-phenyl)-acetic acid), C(C)(C)(C)C=1C=C(N(N1)C1=C(C=CC=C1)C(F)(F)F)N (5-tert-butyl-2-(2-trifluoromethyl-phenyl)-2H-pyrazol-3-ylamine). The product is C(C)(C)(C)C=1C=C(N(N1)C1=C(C=CC=C1)C(F)(F)F)NC(CC1=CC=C(C=C1)N1C=NC=2C1=NC=CC2)=O (N-(5-tert-Butyl-2-(2-trifluoromethyl-phenyl)-2H-pyrazol-3-yl)-2-(4-imidazo[4,5-b]pyridine-3-yl-phenyl)acetamide). As a reaction SMILES: [N:1]1[C:9]2[C:4](=[N:5][CH:6]=[CH:7][CH:8]=2)[N:3]([C:10]2[CH:15]=[CH:14][C:13]([CH2:16][C:17]([OH:19])=O)=[CH:12][CH:11]=2)[CH:2]=1.[C:20]([C:24]1[CH:25]=[C:26]([NH2:39])[N:27]([C:29]2[CH:34]=[CH:33][CH:32]=[CH:31][C:30]=2[C:35]([F:38])([F:37])[F:36])[N:28]=1)([CH3:23])([CH3:22])[CH3:21]>>[C:20]([C:24]1[CH:25]=[C:26]([NH:39][C:17](=[O:19])[CH2:16][C:13]2[CH:12]=[CH:11][C:10]([N:3]3[C:4]4=[N:5][CH:6]=[CH:7][CH:8]=[C:9]4[N:1]=[CH:2]3)=[CH:15][CH:14]=2)[N:27]([C:29]2[CH:34]=[CH:33][CH:32]=[CH:31][C:30]=2[C:35]([F:38])([F:36])[F:37])[N:28]=1)([CH3:23])([CH3:21])[CH3:22]. Procedure details: The title compound is prepared as described in Example 28 but using 2-(4-imidazo[4,5-b]pyridine-3-yl-phenyl)-acetic acid and 5-tert-butyl-2-(2-trifluoromethyl-phenyl)-2H-pyrazol-3-ylamine. Title compound: ES-MS: 519.05 [M+H]+; tR=3.08 min (System 3). The reactants are BrC1=CC(=CC=C1)I (1-bromo-3-iodobenzene), N1=CC(=CC=C1)B(O)O (3-pyridine boronic acid). Product: BrC=1C=C(C=CC1)C=1C=NC=CC1 (3-(3-bromophenyl)pyridine). RXN SMILES: [Br:1][C:2]1[CH:7]=[CH:6][CH:5]=[C:4](I)[CH:3]=1.[N:9]1[CH:14]=[CH:13][CH:12]=[C:11](B(O)O)[CH:10]=1>>[Br:1][C:2]1[CH:3]=[C:4]([C:11]2[CH:10]=[N:9][CH:14]=[CH:13][CH:12]=2)[CH:5]=[CH:6][CH:7]=1. Reported procedure: In some embodiments, the process further comprises: reacting 1-bromo-3-iodobenzene with 3-pyridine boronic acid to form 3-(3-bromophenyl)pyridine. Starting materials: CC(C)(C)[O-], CCOC(C)=O, Cc1ccccc1, Sc1cc(Cl)cc(Cl)c1, Ic1cccnc1, [K+], O=C(C=Cc1ccccc1)C=Cc1ccccc1, O=C(C=Cc1ccccc1)C=Cc1ccccc1, O=C(C=Cc1ccccc1)C=Cc1ccccc1, [Pd], [Pd]. The product is Clc1cc(Cl)cc(Sc2cccnc2)c1. As a reaction SMILES: [CH3:17][C:18]([CH3:19])([O-:20])[CH3:21].[CH3:23][CH2:24][O:25][C:26](=[O:27])[CH3:28].[CH3:29][c:30]1[cH:31][cH:32][cH:33][cH:34][cH:35]1.[Cl:8][c:9]1[cH:10][c:11]([SH:16])[cH:12][c:13]([Cl:15])[cH:14]1.[I:1][c:2]1[cH:3][n:4][cH:5][cH:6][cH:7]1.[K+:22].[O:38]=[C:39]([CH:40]=[CH:41][c:42]1[cH:43][cH:44][cH:45][cH:46][cH:47]1)[CH:48]=[CH:49][c:50]1[cH:51][cH:52][cH:53][cH:54][cH:55]1.[O:56]=[C:57]([CH:58]=[CH:59][c:60]1[cH:61][cH:62][cH:63][cH:64][cH:65]1)[CH:66]=[CH:67][c:68]1[cH:69][cH:70][cH:71][cH:72][cH:73]1.[O:74]=[C:75]([CH:76]=[CH:77][c:78]1[cH:79][cH:80][cH:81][cH:82][cH:83]1)[CH:84]=[CH:85][c:86]1[cH:87][cH:88][cH:89][cH:90][cH:91]1.[Pd:36].[Pd:37]>>[c:2]1([S:16][c:11]2[cH:10][c:9]([Cl:8])[cH:14][c:13]([Cl:15])[cH:12]2)[cH:3][n:4][cH:5][cH:6][cH:7]1. The reactants are C(CCC)C1=NC2=C(N1CC1=CC=C(C=C1)C=1C(=CC=CC1)C(=O)O)C=C(C=C2)N (4'-[[2-n-butyl-6-aminobenzimidazol-1-yl]-methyl]biphenyl-2-carboxylic acid), CN1C=2C(C(=O)OC1=O)=CC=CC2 (N-methyl-isatoic acid anhydride), N1=CC=CC=C1 (pyridine). Product: C(CCC)C1=NC2=C(N1CC1=CC=C(C=C1)C=1C(=CC=CC1)C(=O)O)C=C(C=C2)N(C)C(=O)NC2=CC=CC=C2 (4'-[[2-n-Butyl-6-(N-methyl-phenylaminocarbonylamino)-benzimidazol-1-yl]-methyl]biphenyl-2-carboxylic acid). RXN SMILES: [CH2:1]([C:5]1[N:9]([CH2:10][C:11]2[CH:16]=[CH:15][C:14]([C:17]3[C:18]([C:23]([OH:25])=[O:24])=[CH:19][CH:20]=[CH:21][CH:22]=3)=[CH:13][CH:12]=2)[C:8]2[CH:26]=[C:27]([NH2:30])[CH:28]=[CH:29][C:7]=2[N:6]=1)[CH2:2][CH2:3][CH3:4].C[N:32]1[C:38](=O)[O:37]C(=O)[C:34]2=[CH:40][CH:41]=[CH:42][CH:43]=[C:33]12.N1C=CC=C[CH:45]=1>>[CH2:1]([C:5]1[N:9]([CH2:10][C:11]2[CH:12]=[CH:13][C:14]([C:17]3[C:18]([C:23]([OH:25])=[O:24])=[CH:19][CH:20]=[CH:21][CH:22]=3)=[CH:15][CH:16]=2)[C:8]2[CH:26]=[C:27]([N:30]([C:38]([NH:32][C:33]3[CH:34]=[CH:40][CH:41]=[CH:42][CH:43]=3)=[O:37])[CH3:45])[CH:28]=[CH:29][C:7]=2[N:6]=1)[CH2:2][CH2:3][CH3:4]. Procedure: A solution of 0.8 g (2.00 mMol) of 4'-[[2-n-butyl-6-aminobenzimidazol-1-yl]-methyl]biphenyl-2-carboxylic acid and 0.9 g of N-methyl-isatoic acid anhydride in 3 ml of pyridine is refluxed for 48 hours, then evaporated to dryness, the residue is suspended in about 5 ml of methylene chloride, suction filtered, washed with a further 5 ml of methylene chloride and dried. The reactants are O.NN (Hydrazine hydrate), BrC1=C(C(=O)O)C=C(C=C1)S(=O)(=O)Cl (2-bromo-5-(chlorosulfonyl) benzoic acid), CC(=O)[O-].[Na+] (NaOAc), IC(C)C (2-iodopropane). Run in C1CCOC1 (THF). Product: BrC1=C(C(=O)O)C=C(C=C1)S(=O)(=O)C(C)C (2-Bromo-5-(isopropylsulfonyl)benzoic acid). Yield: 7.6%. RXN SMILES: O.NN.[Br:4][C:5]1[CH:13]=[CH:12][C:11]([S:14](Cl)(=[O:16])=[O:15])=[CH:10][C:6]=1[C:7]([OH:9])=[O:8].CC([O-])=O.[Na+].I[CH:24]([CH3:26])[CH3:25]>C1COCC1>[Br:4][C:5]1[CH:13]=[CH:12][C:11]([S:14]([CH:24]([CH3:26])[CH3:25])(=[O:16])=[O:15])=[CH:10][C:6]=1[C:7]([OH:9])=[O:8] |f:0.1,3.4|. Procedure: Hydrazine hydrate (3.29 ml, 66.9 mmol) was added dropwise to a solution of 2-bromo-5-(chlorosulfonyl) benzoic acid (Preparation 22, 10.0 g, 33.4 mmol) in THF (100 mL) at 0° C. Once the addition was complete the mixture was allowed to warm to room temperature and the solid was collected by filtration. The solid was washed with heptane (3×20 mL) and dried under vacuum at 50° C. for 18 hours. The solid was dissolved in EtOH (100 mL) and NaOAc (16.4 g, 198 mmol) and 2-iodopropane (16.7 mL, 165 mmol)... The reactants are CCC(C)=O, CCCCCCC, CC(C)(C)OC(=O)C1(CCCCCCl)CC1, [I-], [Na+]. The product is CC(C)(C)OC(=O)C1(CCCCCI)CC1. Reaction SMILES: [CH3:19][C:20](=[O:21])[CH2:22][CH3:23].[CH3:24][CH2:25][CH2:26][CH2:27][CH2:28][CH2:29][CH3:30].[Cl:1][CH2:2][CH2:3][CH2:4][CH2:5][CH2:6][C:7]1([C:10](=[O:11])[O:12][C:13]([CH3:14])([CH3:15])[CH3:16])[CH2:8][CH2:9]1.[I-:17].[Na+:18]>>[CH2:2]([CH2:3][CH2:4][CH2:5][CH2:6][C:7]1([C:10](=[O:11])[O:12][C:13]([CH3:14])([CH3:15])[CH3:16])[CH2:8][CH2:9]1)[I:17]. Starting materials: BrC1=C2CC(C(C2=CC(=C1)F)=O)C (4-bromo-6-fluoro-2-methylindan-1-one), C1CCOC1.CO (THF methanol), [BH4-].[Na+] (NaBH4). Run in mixture, hexanes, O (water). Reaction conditions: temperature 0 celsius, time 2 hour. The product is BrC=1C=C(C=C2C=C(CC12)C)F (7-Bromo-5-fluoro-2-methyl-1H-indene). Reaction SMILES: [Br:1][C:2]1[CH:10]=[C:9]([F:11])[CH:8]=[C:7]2[C:3]=1[CH2:4][CH:5]([CH3:13])[C:6]2=O.C1COCC1.CO.[BH4-].[Na+]>O>[Br:1][C:2]1[CH:10]=[C:9]([F:11])[CH:8]=[C:7]2[C:3]=1[CH2:4][C:5]([CH3:13])=[CH:6]2 |f:1.2,3.4|. Reported procedure: To a solution of 48.4 g (199 mmol) of 4-bromo-6-fluoro-2-methylindan-1-one in 270 ml of a mixture of THF-methanol (2:1, vol.), 11.3 g (299 mmol) of NaBH4 was added in small portions, while vigorously stirring, over 2 h at 0° C. This mixture was stirred for 12 h at room temperature and then added to 500 ml of cold water. The organic layer was separated, the aqueous layer was extracted with 3×200 ml of methyl-tert-butyl ether. The combined organic fractions were dried over K2CO3 and then evaporate... Starting materials: O=C(C[N+]12CN3CN(CN(C1)C3)C2)C2=CC=C(C=C2)SC2=CC=CC=C2 (1-[2-oxo-2-[4(phenylthio)phenyl]ethyl]-3,5,7-triaza-1-azoniatricyclo[3.3.1.13,7 ]decane), [Br-] (bromide), Cl (hydrochloric acid). Solvent: C(C)O (ethanol). Run at time 17 hour. Product: Cl.NCC(=O)C1=CC=C(C=C1)SC1=CC=CC=C1 (2-Amino-1-[4-(phenylthio)phenyl]ethanone, hydrochloride). As a reaction SMILES: [O:1]=[C:2]([C:14]1[CH:19]=[CH:18][C:17]([S:20][C:21]2[CH:26]=[CH:25][CH:24]=[CH:23][CH:22]=2)=[CH:16][CH:15]=1)[CH2:3][N+:4]12CN3CN(CN(C3)C1)C2.[Br-].[ClH:28]>C(O)C>[ClH:28].[NH2:4][CH2:3][C:2]([C:14]1[CH:19]=[CH:18][C:17]([S:20][C:21]2[CH:26]=[CH:25][CH:24]=[CH:23][CH:22]=2)=[CH:16][CH:15]=1)=[O:1] |f:4.5|. Reported procedure: To a suspension of 3.53 g of 1-[2-oxo-2-[4(phenylthio)phenyl]ethyl]-3,5,7-triaza-1-azoniatricyclo[3.3.1.13,7 ]decane, bromide in 35 ml of ethanol was added 6 ml of concentrated hydrochloric acid. This mixture was stirred for 17 hours, then the solid was collected and washed with ethanol and ether. This solid was stirred with 15 ml of water at 0° C. for 50 minutes, then the solid was collected, washed with 20 ml of ice cold water and dried, giving 1.38 g of the desired compound as a white solid, ...